From a dataset of the Open Reaction Database (ORD), a public repository of structured organic reaction records. describe an organic reaction: reactants, conditions, products, and yield Reactants: CI, Cc1ccccc1, CC1(c2cccnc2)OCCO1. Yields the product C[n+]1cccc(C2(C)OCCO2)c1, [I-]. RXN SMILES: [CH3:13][I:14].[CH3:15][c:16]1[cH:17][cH:18][cH:19][cH:20][cH:21]1.[CH3:1][C:2]1([c:7]2[cH:8][n:9][cH:10][cH:11][cH:12]2)[O:3][CH2:4][CH2:5][O:6]1>>[CH3:1][C:2]1([c:7]2[cH:8][n+:9]([CH3:13])[cH:10][cH:11][cH:12]2)[O:3][CH2:4][CH2:5][O:6]1.[I-:14].